Dataset: the Open Reaction Database (ORD), a public repository of structured organic reaction records. Task: describe an organic reaction: reactants, conditions, products, and yield Starting materials: CCCCCCN, Cn1cnc2c(NCc3cccc(I)c3)nc(Cl)nc21. Reaction SMILES: [CH2:21]([CH2:22][CH2:23][CH2:24][CH2:25][CH3:26])[NH2:27].[Cl:1][c:2]1[n:3][c:4]([NH:12][CH2:13][c:14]2[cH:15][c:16]([I:20])[cH:17][cH:18][cH:19]2)[c:5]2[n:6][cH:7][n:8]([CH3:11])[c:9]2[n:10]1>>[c:2]1([NH:27][CH2:21][CH2:22][CH2:23][CH2:24][CH2:25][CH3:26])[n:3][c:4]([NH:12][CH2:13][c:14]2[cH:15][c:16]([I:20])[cH:17][cH:18][cH:19]2)[c:5]2[n:6][cH:7][n:8]([CH3:11])[c:9]2[n:10]1. Yields the product CCCCCCNc1nc(NCc2cccc(I)c2)c2ncn(C)c2n1. Starting materials: COC(C(=O)C)=O (pyruvic acid methyl ester), OC1=CC=C(C=C1)C1=CC(=C2C(=N1)NN=C2C)C(=O)N2CCNCC2 ([6-(4-Hydroxy-phenyl)-3-methyl-1H-pyrazolo[3,4-b]pyridin-4-yl]-piperazin-1-yl-methanone), C1(CC1)C1=CC(=NN1)N (5-cyclopropyl-1H-pyrazol-3-ylamine), N1(CCNCC1)C(=O)OC(C)(C)C (tert.butyl 1-piperazine carboxylate), C1(CC1)C1=NNC=2N=C(C=C(C21)C(=O)O)C2=CC=C(C=C2)O (3-cyclopropyl-6-(4-hydroxy-phenyl)-1H-pyrazolo[3,4-b]pyridine-4-carboxylic acid), OC1=CC=C(C=C1)C1=CC(=C2C(=N1)NN=C2C)C(=O)N2CCNCC2 ([6-(4-Hydroxy-phenyl)-3-methyl-1H-pyrazolo[3,4-b]pyridin-4-yl]-piperazin-1-yl-methanone), OC1=CC=C(C=O)C=C1 (4-hydroxybenzaldehyde). Product: C1(CC1)C1=NNC2=NC(=CC(=C21)C(=O)N2CCNCC2)C2=CC=C(C=C2)O ([3-Cyclopropyl-6-(4-hydroxy-phenyl)-1H-pyrazolo[3,4-b]pyridin-4-yl]-piperazin-1-yl-methanone). Reaction SMILES: [OH:1][C:2]1[CH:7]=[CH:6][C:5]([C:8]2[N:13]=[C:12]3[NH:14][N:15]=[C:16]([CH3:17])[C:11]3=[C:10]([C:18]([N:20]3[CH2:25][CH2:24][NH:23][CH2:22][CH2:21]3)=[O:19])[CH:9]=2)=[CH:4][CH:3]=1.[CH:26]1(C2C3C(C(O)=O)=CC(C4C=CC(O)=CC=4)=NC=3NN=2)C[CH2:27]1.C1(C2NN=C(N)C=2)CC1.COC(=O)C(C)=O.OC1C=CC(C=O)=CC=1.N1(C(OC(C)(C)C)=O)CCNCC1>>[CH:17]1([C:16]2[C:11]3[C:12](=[N:13][C:8]([C:5]4[CH:4]=[CH:3][C:2]([OH:1])=[CH:7][CH:6]=4)=[CH:9][C:10]=3[C:18]([N:20]3[CH2:21][CH2:22][NH:23][CH2:24][CH2:25]3)=[O:19])[NH:14][N:15]=2)[CH2:27][CH2:26]1. Reported procedure: [3-Cyclopropyl-6-(4-hydroxy-phenyl)-1H-pyrazolo[3,4-b]pyridin-4-yl]-piperazin-1-yl-methanone was prepared following a similar procedure as described for the synthesis of example 53, [6-(4-Hydroxy-phenyl)-3-methyl-1H-pyrazolo[3,4-b]pyridin-4-yl]-piperazin-1-yl-methanone, using 3-cyclopropyl-6-(4-hydroxy-phenyl)-1H-pyrazolo[3,4-b]pyridine-4-carboxylic acid (obtained as described in example 41, steps (a) and (c) employing 5-cyclopropyl-1H-pyrazol-3-ylamine, pyruvic acid methyl ester and 4-hydroxybe... The reactants are FC1=C(CN2C3=C(N[C@H]4[C@@H](C2=O)CCC4)C=CC=C3)C=CC=C1 ((3aR*,10aS*)-9-(2-fluorobenzyl)-2,3,3a,4,9,10a-hexahydrobenzo[b]cyclopenta[e][1,4]-diazepin-10(1H)-one), BrCC(=O)Br (bromoacetyl bromide). Run in C(C)(=O)OCC.CCCCCC (ethyl acetate hexane). The product is BrCC(=O)N1C2=C(N(C([C@@H]3[C@H]1CCC3)=O)CC3=C(C=CC=C3)F)C=CC=C2 ((3aR*,10aS*)-4-(Bromoacetyl)-9-(2-fluorobenzyl)-2,3,3a,4,9,10a-hexahydrobenzo[b]cyclopenta[e][1,4]-diazepin-10(1H)-one). Isolated yield 62.0%. As a reaction SMILES: [F:1][C:2]1[CH:23]=[CH:22][CH:21]=[CH:20][C:3]=1[CH2:4][N:5]1[C:11](=[O:12])[C@H:10]2[CH2:13][CH2:14][CH2:15][C@H:9]2[NH:8][C:7]2[CH:16]=[CH:17][CH:18]=[CH:19][C:6]1=2.[Br:24][CH2:25][C:26](Br)=[O:27]>C(OCC)(=O)C.CCCCCC>[Br:24][CH2:25][C:26]([N:8]1[C@@H:9]2[CH2:15][CH2:14][CH2:13][C@@H:10]2[C:11](=[O:12])[N:5]([CH2:4][C:3]2[CH:20]=[CH:21][CH:22]=[CH:23][C:2]=2[F:1])[C:6]2[CH:19]=[CH:18][CH:17]=[CH:16][C:7]1=2)=[O:27] |f:2.3|. Reported procedure: Using (3aR*,10aS*)-9-(2-fluorobenzyl)-2,3,3a,4,9,10a-hexahydrobenzo[b]cyclopenta[e][1,4]-diazepin-10(1H)-one and bromoacetyl bromide, the titled compound was synthesized in substantially the same manner as in Working Example 122 in a yield of 62%, m.p. 198.5°-199.6° C. (ethyl acetate-hexane). Reaction conditions: time 18 hour. Yields the product C(#N)N=C(NC=1C=NC=NC1)N[C@H](C)C1=CC=CC=C1 ((R)-N"-Cyano-N-(5-pyrimidyl)-N'-(1-phenyl)ethylguanidine). Reactants: ( 33.0 ), ( 4.0 ), ( 100 ), C(#N)N=C(NC=1C=NC=NC1)OC1=CC=CC=C1 (N'-cyano-N-(5-pyrimidyl)-O-phenylisourea), C[C@H](C1=CC=CC=C1)N ((R)-α-methylbenzylamine), ( 24.3 ), ( 40.5 ). Reaction SMILES: [C:1]([N:3]=[C:4](OC1C=CC=CC=1)[NH:5][C:6]1[CH:7]=[N:8][CH:9]=[N:10][CH:11]=1)#[N:2].[CH3:19][C@@H:20]([NH2:27])[C:21]1[CH:26]=[CH:25][CH:24]=[CH:23][CH:22]=1>CN(C=O)C>[C:1]([N:3]=[C:4]([NH:27][C@@H:20]([C:21]1[CH:26]=[CH:25][CH:24]=[CH:23][CH:22]=1)[CH3:19])[NH:5][C:6]1[CH:11]=[N:10][CH:9]=[N:8][CH:7]=1)#[N:2]. Run in CN(C)C=O (DMF). Reported procedure: A stirred mixture of N'-cyano-N-(5-pyrimidyl)-O-phenylisourea (0.5 g, 0.00209 mol), (R)-α-methylbenzylamine (1.0 mL) and DMF (4 mL) was kept, under nitrogen, at ambient temperature for 18 hours and concentrated in vacuo. The residue was allowed to crystallize from EtOAc-tert-butyl methyl ether. The solid was triturated with Et2O and tert-butyl methyl ether and crystallized from EtOAc to give product: NMR (CDCl3) δ1.61 (d, 3H), 4.92 (m, 1H), 6.05 (broad s, 1H), 7.38 (m, 6H), 8.56 (s, 2H), 8.97 (s... As a reaction SMILES: [C:1]([N:8]1[CH2:13][CH2:12][O:11][C@H:10]([CH2:14][C:15]2[CH:20]=[CH:19][CH:18]=[C:17](C=CC3C=NC=CC=3)[CH:16]=2)[CH2:9]1)([O:3][C:4]([CH3:7])([CH3:6])[CH3:5])=[O:2].[CH2:29]([CH:31]1[O:33][CH2:32]1)Cl.ClCCl.[Br:37]N1C(=O)CCC1=O.[O-]S([O-])(=S)=O.[Na+].[Na+]>>[C:1]([N:8]1[CH2:13][CH2:12][O:11][CH:10]([CH2:14][C:15]2[CH:16]=[CH:17][C:18]([O:33][CH3:32])=[CH:19][CH:20]=2)[CH2:9]1)([O:3][C:4]([CH3:5])([CH3:6])[CH3:7])=[O:2].[Br:37][C:17]1[CH:16]=[C:15]([CH:20]=[CH:29][C:31]=1[O:33][CH3:32])[CH2:14][CH:10]1[O:11][CH2:12][CH2:13][NH:8][CH2:9]1 |f:4.5.6|. The product is C(=O)(OC(C)(C)C)N1CC(OCC1)CC1=CC=C(C=C1)OC (N-Boc-2-(4-methoxybenzyl)morpholine), BrC=1C=C(CC2CNCCO2)C=CC1OC (2-(3-Bromo-4-methoxy-benzyl)-morpholine). Reaction conditions: time 18 hour. Procedure details: N-Boc-2-(4-methoxybenzyl)morpholine was prepared using the same procedure as described for example 9, intermediate (a), but starting with racemic epichlorohydrin. N-Boc-2-(4-methoxybenzyl) (0.16 mmol) was dissolved in dichloromethane (1.5 mmol) and N-bromosuccinimide (28 mg, 0.16 mmol) added. The reaction was shaken for 18 hrs at room temperature and then further N-bromosuccinimide (11 mg, 0.06 mmol) added. The reaction was shaken for a further 2 hrs, Na2S2O3 (10% w/v aqueous solution, 1 mL) add... The reactants are BrN1C(CCC1=O)=O (N-bromosuccinimide), ClCCl (dichloromethane), [O-]S(=O)(=S)[O-].[Na+].[Na+] (Na2S2O3), C(=O)(OC(C)(C)C)N1C[C@H](OCC1)CC1=CC(=CC=C1)C=CC=1C=NC=CC1 (N-Boc-(R)-2-(3-(2-(3-pyridinyl)vinyl)-benzyl)morpholine), C(Cl)C1CO1 (racemic epichlorohydrin), BrN1C(CCC1=O)=O (N-bromosuccinimide). As a reaction SMILES: [Br:13][CH2:14][c:15]1[cH:16][cH:17][c:18]([C:19]#[N:20])[cH:21][cH:22]1.[CH3:23][C:24](=[O:25])[CH3:26].[CH3:27][CH2:28][OH:29].[c:1]1([N:7]2[CH2:8][CH2:9][NH:10][CH2:11][CH2:12]2)[cH:2][cH:3][cH:4][cH:5][cH:6]1>>[c:1]1([N:7]2[CH2:8][CH2:9][N:10]([CH2:14][c:15]3[cH:16][cH:17][c:18]([C:19]#[N:20])[cH:21][cH:22]3)[CH2:11][CH2:12]2)[cH:2][cH:3][cH:4][cH:5][cH:6]1. Starting materials: N#Cc1ccc(CBr)cc1, CC(C)=O, CCO, c1ccc(N2CCNCC2)cc1. Yields the product N#Cc1ccc(CN2CCN(c3ccccc3)CC2)cc1. Reactants: CS(C)=O, O=c1c([N+](=O)[O-])cn(C2CCCC2)c2cc(F)c(F)cc12, NC1CCCCC1, O. Yields the product O=c1c([N+](=O)[O-])cn(C2CCCC2)c2cc(NC3CCCCC3)c(F)cc12. RXN SMILES: [CH3:1][S:2]([CH3:3])=[O:4].[CH:5]1([n:10]2[cH:11][c:12]([N+:23](=[O:24])[O-:25])[c:13](=[O:22])[c:14]3[cH:15][c:16]([F:21])[c:17]([F:20])[cH:18][c:19]23)[CH2:6][CH2:7][CH2:8][CH2:9]1.[NH2:26][CH:27]1[CH2:28][CH2:29][CH2:30][CH2:31][CH2:32]1.[OH2:33]>>[CH:5]1([n:10]2[cH:11][c:12]([N+:23](=[O:24])[O-:25])[c:13](=[O:22])[c:14]3[cH:15][c:16]([F:21])[c:17]([NH:26][CH:27]4[CH2:28][CH2:29][CH2:30][CH2:31][CH2:32]4)[cH:18][c:19]23)[CH2:6][CH2:7][CH2:8][CH2:9]1. Reactants: COC1CCC(CC1)O (4-Methoxycyclohexanol), [Cr](=O)(=O)([O-])Cl.[NH+]1=CC=CC=C1 (Pyridinium chlorochromate). Solvent: C(Cl)Cl (DCM). Reaction conditions: time 60 hour. The product is COC1CCC(CC1)=O (4-methoxycyclohexanone). Reaction SMILES: [CH3:1][O:2][CH:3]1[CH2:8][CH2:7][CH:6]([OH:9])[CH2:5][CH2:4]1.[Cr](Cl)([O-])(=O)=O.[NH+]1C=CC=CC=1>C(Cl)Cl>[CH3:1][O:2][CH:3]1[CH2:8][CH2:7][C:6](=[O:9])[CH2:5][CH2:4]1 |f:1.2|. Procedure: 4-Methoxycyclohexanol (2.0 g, 15.0 mmol) was taken up in 150 mL of DCM. Pyridinium chlorochromate (5.0 g, 23.0 mmol) was added. After 60 hours, the mixture was filtered through a plug of Florisil and concentrated under reduced pressure. The residue was taken up in 50 mL of ether and filtered through a plug of silica gel. The solvent was removed under reduced pressure, affording 4-methoxycyclohexanone as a light yellow oil. Starting materials: C1CCOC1, [Li+], [OH-], O, O, O=C1OC(CSc2ccccc2)CC1NS(=O)(=O)c1ccc(-c2ccccc2)cc1. Product: O=C(O)C(CC(O)CSc1ccccc1)NS(=O)(=O)c1ccc(-c2ccccc2)cc1. As a reaction SMILES: [CH2:35]1[O:36][CH2:37][CH2:38][CH2:39]1.[Li+:33].[OH-:32].[OH2:31].[OH2:34].[c:1]1(-[c:25]2[cH:26][cH:27][cH:28][cH:29][cH:30]2)[cH:2][cH:3][c:4]([S:7](=[O:8])(=[O:9])[NH:10][CH:11]2[C:12](=[O:24])[O:13][CH:14]([CH2:16][S:17][c:18]3[cH:19][cH:20][cH:21][cH:22][cH:23]3)[CH2:15]2)[cH:5][cH:6]1>>[c:1]1(-[c:25]2[cH:26][cH:27][cH:28][cH:29][cH:30]2)[cH:2][cH:3][c:4]([S:7](=[O:8])(=[O:9])[NH:10][CH:11]([C:12]([OH:13])=[O:24])[CH2:15][CH:14]([CH2:16][S:17][c:18]2[cH:19][cH:20][cH:21][cH:22][cH:23]2)[OH:31])[cH:5][cH:6]1.